From a dataset of the Open Reaction Database (ORD), a public repository of structured organic reaction records. describe an organic reaction: reactants, conditions, products, and yield The reactants are FC1=C(C(=O)O)C=CN=C1C(F)(F)F (3-fluoro-2-(trifluoromethyl)isonicotinic acid), OO.NC(=O)N (urea hydrogen peroxide), FC(C(=O)OC(C(F)(F)F)=O)(F)F (trifluoroacetic anhydride). Procedure details: To a solution of 3-fluoro-2-(trifluoromethyl)isonicotinic acid (2.00 g, 9.56 mmol, Oakwood) and urea hydrogen peroxide addition compound (5.00 g, 53.2 mmol, Aldrich) in methylene chloride (50 mL) at 0° C. was added trifluoroacetic anhydride (7.51 mL, 53.2 mmol). The bath was removed and the reaction was allowed to warm to room temperature and stir overnight. The precipitate was filtered off. The filtrate was diluted with a small amount of water and ethyl acetate, the layers were separated and th... Product: FC1=C(C(=O)O)C=C[N+](=C1C(F)(F)F)[O-] (3-fluoro-2-(trifluoromethyl)isonicotinic acid 1-oxide). Conditions: time 8 hour. The solvent is C(Cl)Cl (methylene chloride). RXN SMILES: [F:1][C:2]1[C:10]([C:11]([F:14])([F:13])[F:12])=[N:9][CH:8]=[CH:7][C:3]=1[C:4]([OH:6])=[O:5].OO.NC(N)=[O:19].FC(F)(F)C(OC(=O)C(F)(F)F)=O>C(Cl)Cl>[F:1][C:2]1[C:10]([C:11]([F:14])([F:12])[F:13])=[N+:9]([O-:19])[CH:8]=[CH:7][C:3]=1[C:4]([OH:6])=[O:5] |f:1.2|. Starting materials: O1COC2=C1C=CC(=C2)C2=CCC(CC2)=O (4-benzo[1,3]dioxol-5-yl-cyclohex-3-enone), C(C)(C)(C)OC(NC1CNC1)=O (azetidin-3-yl-carbamic acid tert-butyl ester), [BH-](OC(=O)C)(OC(=O)C)OC(=O)C.[Na+] (NaBH(OAc)3). Run in C(Cl)Cl (DCM). Run at time 4 hour. Product: C(C)(C)(C)OC(NC1CN(C1)C1CC=C(CC1)C1=CC2=C(OCO2)C=C1)=O ([1-(4-Benzo[1,3]-dioxol-5-yl-cyclohex-3-enyl)-azetidin-3-yl]-carbamic acid tert-butyl ester). RXN SMILES: [O:1]1[C:5]2[CH:6]=[CH:7][C:8]([C:10]3[CH2:15][CH2:14][C:13](=O)[CH2:12][CH:11]=3)=[CH:9][C:4]=2[O:3][CH2:2]1.[C:17]([O:21][C:22](=[O:28])[NH:23][CH:24]1[CH2:27][NH:26][CH2:25]1)([CH3:20])([CH3:19])[CH3:18].[BH-](OC(C)=O)(OC(C)=O)OC(C)=O.[Na+]>C(Cl)Cl>[C:17]([O:21][C:22](=[O:28])[NH:23][CH:24]1[CH2:27][N:26]([CH:13]2[CH2:14][CH2:15][C:10]([C:8]3[CH:7]=[CH:6][C:5]4[O:1][CH2:2][O:3][C:4]=4[CH:9]=3)=[CH:11][CH2:12]2)[CH2:25]1)([CH3:20])([CH3:18])[CH3:19] |f:2.3|. Procedure details: A solution of 4-benzo[1,3]dioxol-5-yl-cyclohex-3-enone (as prepared in the previous step, 680 mg, 3.15 mmol) and azetidin-3-yl-carbamic acid tert-butyl ester (BetaPharma, 542 mg, 3.15 mmol) in DCM (10 mL) was treated with NaBH(OAc)3 (Aldrich, 2.0 g, 9.45 mmol) at room temperature. The reaction was stirred for 4 hours and quenched with saturated sodium bicarbonate. The organic layer was separated and the aqueous layer was extracted 3 times with DCM. The combined organic layers were dried over anh...